Dataset: the Open Reaction Database (ORD), a public repository of structured organic reaction records. Task: describe an organic reaction: reactants, conditions, products, and yield Starting materials: CCOC(=O)c1oc2cccc(OCCCBr)c2c1C, C1CCOC1, CO, [Li+], [OH-], O, O. As a reaction SMILES: [CH2:1]([CH3:2])[O:3][C:4](=[O:5])[c:6]1[o:7][c:8]2[c:9]([c:10]1[CH3:11])[c:12]([O:16][CH2:17][CH2:18][CH2:19][Br:20])[cH:13][cH:14][cH:15]2.[CH2:27]1[O:28][CH2:29][CH2:30][CH2:31]1.[CH3:25][OH:26].[Li+:22].[OH-:21].[OH2:23].[OH2:24]>>[O:3]=[C:4]([OH:5])[c:6]1[o:7][c:8]2[c:9]([c:10]1[CH3:11])[c:12]([O:16][CH2:17][CH2:18][CH2:19][Br:20])[cH:13][cH:14][cH:15]2. Yields the product Cc1c(C(=O)O)oc2cccc(OCCCBr)c12. The reactants are C[Si](C)(C)OS(=O)(=O)C(F)(F)F, CC(=O)OC1C(OC(=N)C(Cl)(Cl)Cl)OC(COCc2ccccc2)C(OCc2ccccc2)C1OCc1ccccc1, ClCCl. Yields the product CC(=O)OC1C(O)OC(COCc2ccccc2)C(OCc2ccccc2)C1OCc1ccccc1. RXN SMILES: [CH3:43][Si:44]([O:45][S:46]([C:47]([F:48])([F:49])[F:50])(=[O:51])=[O:52])([CH3:53])[CH3:54].[Cl:1][C:2]([Cl:3])([Cl:40])[C:41]([O:4][CH:5]1[CH:6]([O:7][C:8]([CH3:9])=[O:10])[CH:11]([O:12][CH2:13][c:14]2[cH:15][cH:16][cH:17][cH:18][cH:19]2)[CH:20]([O:21][CH2:22][c:23]2[cH:24][cH:25][cH:26][cH:27][cH:28]2)[CH:29]([CH2:31][O:32][CH2:33][c:34]2[cH:35][cH:36][cH:37][cH:38][cH:39]2)[O:30]1)=[NH:42].[Cl:55][CH2:56][Cl:57]>>[OH:4][CH:5]1[CH:6]([O:7][C:8]([CH3:9])=[O:10])[CH:11]([O:12][CH2:13][c:14]2[cH:15][cH:16][cH:17][cH:18][cH:19]2)[CH:20]([O:21][CH2:22][c:23]2[cH:24][cH:25][cH:26][cH:27][cH:28]2)[CH:29]([CH2:31][O:32][CH2:33][c:34]2[cH:35][cH:36][cH:37][cH:38][cH:39]2)[O:30]1. Starting materials: FC1=C(C(=O)O)C=CC=C1 (2-fluorobenzoic acid), FC(C1(CC1)CC(CN)C=1C=NC(=CC1)C(F)(F)F)(F)F (3-(1-trifluoromethyl-cyclopropyl)-2-(6-trifluoromethyl-pyridin-3-yl)-propylamine). Yields the product FC1=C(C(=O)NCC(CC2(CC2)C(F)(F)F)C=2C=NC(=CC2)C(F)(F)F)C=CC=C1 (2-Fluoro-N-[3-[1-(trifluoromethyl)cyclopropyl]-2-[6-(trifluoromethyl)-3-pyridyl]propyl]benzamide). RXN SMILES: [F:1][C:2]1[CH:10]=[CH:9][CH:8]=[CH:7][C:3]=1[C:4]([OH:6])=O.[F:11][C:12]([F:31])([F:30])[C:13]1([CH2:16][CH:17]([C:20]2[CH:21]=[N:22][C:23]([C:26]([F:29])([F:28])[F:27])=[CH:24][CH:25]=2)[CH2:18][NH2:19])[CH2:15][CH2:14]1>>[F:1][C:2]1[CH:10]=[CH:9][CH:8]=[CH:7][C:3]=1[C:4]([NH:19][CH2:18][CH:17]([C:20]1[CH:21]=[N:22][C:23]([C:26]([F:29])([F:27])[F:28])=[CH:24][CH:25]=1)[CH2:16][C:13]1([C:12]([F:11])([F:30])[F:31])[CH2:14][CH2:15]1)=[O:6]. Procedure: From 2-fluorobenzoic acid and 3-(1-trifluoromethyl-cyclopropyl)-2-(6-trifluoromethyl-pyridin-3-yl)-propylamine. LCMS (MH+): m/z=435.1, tR (minutes, Method G)=2.58 The reactants are N1=CC(=CC=C1)N1C(NCC1)=O (1-pyridin-3-yl-imidazolidin-2-one), BrC1=C(C2=C(S1)C=CC(=C2)F)C (2-bromo-5-fluoro-3-methyl-benzo[b]thiophene), N[C@H]1[C@@H](CCCC1)N (trans-1,2-diamino cyclohexane), C([O-])([O-])=O.[K+].[K+] (potassium carbonate). The reagents and catalysts are [Cu](I)I (copper iodide). The solvent is O1CCOCC1 (1,4-dioxane). Yields the product FC1=CC2=C(SC(=C2C)N2C(N(CC2)C=2C=NC=CC2)=O)C=C1 (1-(5-Fluoro-3-methyl-benzo[b]thiophen-2-yl)-3-pyridin-3-yl-imidazolidin-2-one). Yield: 61.1%. RXN SMILES: [N:1]1[CH:6]=[CH:5][CH:4]=[C:3]([N:7]2[CH2:11][CH2:10][NH:9][C:8]2=[O:12])[CH:2]=1.Br[C:14]1[S:18][C:17]2[CH:19]=[CH:20][C:21]([F:23])=[CH:22][C:16]=2[C:15]=1[CH3:24].N[C@@H]1CCCC[C@H]1N.C(=O)([O-])[O-].[K+].[K+]>[Cu](I)I.O1CCOCC1>[F:23][C:21]1[CH:20]=[CH:19][C:17]2[S:18][C:14]([N:9]3[CH2:10][CH2:11][N:7]([C:3]4[CH:2]=[N:1][CH:6]=[CH:5][CH:4]=4)[C:8]3=[O:12])=[C:15]([CH3:24])[C:16]=2[CH:22]=1 |f:3.4.5|. Reported procedure: Using the same reaction conditions as in Example 1, 1-pyridin-3-yl-imidazolidin-2-one (I-1b: 73 mg, 0.45 mmol) was reacted with 2-bromo-5-fluoro-3-methyl-benzo[b]thiophene (110 mg, 0.45 mmol), 1,4-dioxane (5 mL), copper iodide (8 mg, 0.045 mmol), trans-1,2-diamino cyclohexane (7 mg, 0.0675 mmol) and potassium carbonate (124 mg, 0.9 mmol) to afford the crude product. Purification by column chromatography on silica gel (1% MeOH in chloroform), afforded 90 mg of the product (61.64% yield). Starting materials: CCOC(C)=O, O=C(O)C=Cc1ccc(-n2ccnc2)c(F)c1, NC1CCc2ccccc21, CN(C)C=O, O. Product: O=C(C=Cc1ccc(-n2ccnc2)c(F)c1)NC1CCc2ccccc21. RXN SMILES: [CH3:34][CH2:35][O:36][C:37](=[O:38])[CH3:39].[F:6][c:7]1[cH:8][c:9]([CH:18]=[CH:19][C:20](=[O:21])[OH:22])[cH:10][cH:11][c:12]1-[n:13]1[cH:14][n:15][cH:16][cH:17]1.[NH2:23][CH:24]1[CH2:25][CH2:26][c:27]2[cH:28][cH:29][cH:30][cH:31][c:32]21.[O:1]=[CH:2][N:3]([CH3:4])[CH3:5].[OH2:33]>>[F:6][c:7]1[cH:8][c:9]([CH:18]=[CH:19][C:20](=[O:22])[NH:23][CH:24]2[CH2:25][CH2:26][c:27]3[cH:28][cH:29][cH:30][cH:31][c:32]32)[cH:10][cH:11][c:12]1-[n:13]1[cH:14][n:15][cH:16][cH:17]1. Reactants: Cc1ccccc1CCNC(=O)c1ccc(F)cc1, O=P(Cl)(Cl)Cl. The product is Cc1cccc2c1CCN=C2c1ccc(F)cc1. RXN SMILES: [F:1][c:2]1[cH:3][cH:4][c:5]([C:6](=[O:7])[NH:8][CH2:9][CH2:10][c:11]2[c:12]([CH3:17])[cH:13][cH:14][cH:15][cH:16]2)[cH:18][cH:19]1.[P:20]([Cl:21])([Cl:22])([Cl:23])=[O:24]>>[F:1][c:2]1[cH:3][cH:4][c:5]([C:6]2=[N:8][CH2:9][CH2:10][c:11]3[c:12]([CH3:17])[cH:13][cH:14][cH:15][c:16]32)[cH:18][cH:19]1. Starting materials: BrC=1C=C(C#N)C=CC1C1CCCC=2N1C=NC2 (3-Bromo-4-(5,6,7,8-tetrahydro-imidazo[1,5-a]pyridin-5-yl)benzonitrile), C1(=CC=CC=C1)C (toluene). Yields the product CC=1C=C(C#N)C=CC1C1CCCC=2N1C=NC2 (3-Methyl-4-(5,6,7,8-tetrahydro-imidazo[1,5-a]pyridin-5-yl)benzonitrile). RXN SMILES: Br[C:2]1[CH:3]=[C:4]([CH:7]=[CH:8][C:9]=1[CH:10]1[N:15]2[CH:16]=[N:17][CH:18]=[C:14]2[CH2:13][CH2:12][CH2:11]1)[C:5]#[N:6].[C:19]1(C)C=CC=CC=1>>[CH3:19][C:2]1[CH:3]=[C:4]([CH:7]=[CH:8][C:9]=1[CH:10]1[N:15]2[CH:16]=[N:17][CH:18]=[C:14]2[CH2:13][CH2:12][CH2:11]1)[C:5]#[N:6]. Reported procedure: 3-Bromo-4-(5,6,7,8-tetrahydro-imidazo[1,5-a]pyridin-5-yl)benzonitrile, prepared above, is converted to the corresponding toluene by the method outlined in Tet. Lett. 2000, 41, 6237. MS (ESI) m/z 238.1 (M+H); 1H NMR (400 MHz, MeOD) δ ppm 1.77-1.89 (m, 2H), 1.91-2.00 (m, 1H), 2.29-2.39 (m, 1H), 2.45 (s, 3H), 2.86-2.93 (m, 2H), 5.71 (t, J=6.1 Hz, 1H), 6.77 (d, J=8.1 Hz, 1H), 6.81 (s, 1H), 7.29 (s, 1H), 7.49 (d, J=8.1 Hz, 1H), 7.61 (s, 1H).